Dataset: the Open Reaction Database (ORD), a public repository of structured organic reaction records. Task: describe an organic reaction: reactants, conditions, products, and yield Reactants: COc1ccccc1-c1ccc2cnc(S(C)=O)nn12, CS(=O)(=O)O, COCC(C)O, Nc1ccc2c(c1)CC(=O)N2. Product: COc1ccccc1-c1ccc2cnc(Nc3ccc4c(c3)CC(=O)N4)nn12. RXN SMILES: [CH3:1][S:2](=[O:3])[c:4]1[n:5][n:6]2[c:7]([cH:8][n:9]1)[cH:10][cH:11][c:12]2-[c:13]1[c:14]([O:19][CH3:20])[cH:15][cH:16][cH:17][cH:18]1.[CH3:21][S:22](=[O:23])(=[O:24])[OH:25].[CH3:37][O:38][CH2:39][CH:40]([OH:41])[CH3:42].[NH2:26][c:27]1[cH:28][c:29]2[c:33]([cH:34][cH:35]1)[NH:32][C:31](=[O:36])[CH2:30]2>>[c:4]1([NH:26][c:27]2[cH:28][c:29]3[c:33]([cH:34][cH:35]2)[NH:32][C:31](=[O:36])[CH2:30]3)[n:5][n:6]2[c:7]([cH:8][n:9]1)[cH:10][cH:11][c:12]2-[c:13]1[c:14]([O:19][CH3:20])[cH:15][cH:16][cH:17][cH:18]1. Isolated yield 100.0%. Procedure: To a suspension of NaH (60% dispersion in mineral oil, 242mg, 6.32mmoles, 1.4eq) in dry CH2Cl2(15ml) was added (4-Methoxy-3-methylbenzyl)(triphenyl)phosphonium chloride (2.62g, 6.32mmoles, 1.4eq). This was allowed to stir at room temperature for 1.5hours followed by the dropwise addition of 4-[(tetrahydro-2H-pyran-2-yloxy)methyl]-2-[4-(trifluoromethyl)phenyl]-1,3-thiazole-5-carbaldehyde (1.68g, 4.51mmoles, 1eq) in anhydrous carbon tetrachloride (25ml). The resulting reaction mixture was refluxed... The product is COC1=C(C=C(C=C1)/C=C/C1=C(N=C(S1)C1=CC=C(C=C1)C(F)(F)F)COC1OCCCC1)C (5-[(E)-2-(4-Methoxy-3-methylphenyl)ethenyl]-4-[(tetrahydro-2H-pyran-2-yloxy)methyl]-2-[4-(trifluoromethyl)phenyl]-1,3-thiazole). As a reaction SMILES: [H-].[Na+].[Cl-].[CH3:4][O:5][C:6]1[CH:31]=[CH:30][C:9]([CH2:10][P+](C2C=CC=CC=2)(C2C=CC=CC=2)C2C=CC=CC=2)=[CH:8][C:7]=1[CH3:32].[O:33]1[CH2:38][CH2:37][CH2:36][CH2:35][CH:34]1[O:39][CH2:40][C:41]1[N:42]=[C:43]([C:48]2[CH:53]=[CH:52][C:51]([C:54]([F:57])([F:56])[F:55])=[CH:50][CH:49]=2)[S:44][C:45]=1[CH:46]=O>C(Cl)Cl.C(Cl)(Cl)(Cl)Cl>[CH3:4][O:5][C:6]1[CH:31]=[CH:30][C:9](/[CH:10]=[CH:46]/[C:45]2[S:44][C:43]([C:48]3[CH:53]=[CH:52][C:51]([C:54]([F:56])([F:57])[F:55])=[CH:50][CH:49]=3)=[N:42][C:41]=2[CH2:40][O:39][CH:34]2[CH2:35][CH2:36][CH2:37][CH2:38][O:33]2)=[CH:8][C:7]=1[CH3:32] |f:0.1,2.3|. Run at time 1.5 hour. Solvent: C(Cl)Cl (CH2Cl2), C(Cl)(Cl)(Cl)Cl (carbon tetrachloride). The reactants are [Cl-].COC1=C(C=C(C[P+](C2=CC=CC=C2)(C2=CC=CC=C2)C2=CC=CC=C2)C=C1)C ((4-Methoxy-3-methylbenzyl)(triphenyl)phosphonium chloride), [H-].[Na+] (NaH), O1C(CCCC1)OCC=1N=C(SC1C=O)C1=CC=C(C=C1)C(F)(F)F (4-[(tetrahydro-2H-pyran-2-yloxy)methyl]-2-[4-(trifluoromethyl)phenyl]-1,3-thiazole-5-carbaldehyde). Starting materials: CS(=O)(=O)OCCC1=CC(=CC=C1)OC (2-(3-methoxyphenyl)ethyl methanesulfonate), [I-].[Na+] (sodium iodide). The solvent is CC(=O)C (acetone). Yields the product COC=1C=C(CCI)C=CC1 (3-Methoxyphenethyl iodide). Isolated yield 87.9%. RXN SMILES: CS(O[CH2:6][CH2:7][C:8]1[CH:13]=[CH:12][CH:11]=[C:10]([O:14][CH3:15])[CH:9]=1)(=O)=O.[I-:16].[Na+]>CC(C)=O>[CH3:15][O:14][C:10]1[CH:9]=[C:8]([CH:13]=[CH:12][CH:11]=1)[CH2:7][CH2:6][I:16] |f:1.2|. Procedure: To a flask under argon was added 14.6 g (0.0634 mole) 2-(3-methoxyphenyl)ethyl methanesulfonate in 400 ml of acetone and 36.5 g (0.243 mole) of sodium iodide. The reaction mixture was refluxed for 2.5 hr. The acetone was evaporated in vacuo and the residue dissolved in ether. The ether was washed with water, sodium bicarbonate, sodium thiosulfate, water and brine, dried over MgSO4, and evaporated in vacuo to give a light green oil. Distillation in a Kugelrohr apparatus gave 14.6 g of the desired... Reactants: C(=C)CC(=O)O (vinyl acetic acid), CC1=NC2=CC=CC=C2C(=C1)COC1=CC=C(C=NO)C=C1 (4-(2-methyl-quinolin-4-ylmethoxy)-benzaldehyde oxime). Solvent: C1CCOC1 (THF). Reaction conditions: time 8 hour. Yields the product CC1=NC2=CC=CC=C2C(=C1)COC1=CC=C(C=C1)C1=NOC(C1)CC(=O)O ({3-[4-(2-methyl-quinolin-4-ylmethoxy)-phenyl]-4,5-dihydro-isoxazol-5-yl}-acetic acid). Isolated yield 99.6%. Reaction SMILES: [CH:1]([CH2:3][C:4]([OH:6])=[O:5])=[CH2:2].[CH3:7][C:8]1[CH:17]=[C:16]([CH2:18][O:19][C:20]2[CH:28]=[CH:27][C:23]([CH:24]=[N:25][OH:26])=[CH:22][CH:21]=2)[C:15]2[C:10](=[CH:11][CH:12]=[CH:13][CH:14]=2)[N:9]=1>C1COCC1>[CH3:7][C:8]1[CH:17]=[C:16]([CH2:18][O:19][C:20]2[CH:21]=[CH:22][C:23]([C:24]3[CH2:2][CH:1]([CH2:3][C:4]([OH:6])=[O:5])[O:26][N:25]=3)=[CH:27][CH:28]=2)[C:15]2[C:10](=[CH:11][CH:12]=[CH:13][CH:14]=2)[N:9]=1. Reported procedure: A solution of Clorox® was added dropwise (1 mL) to a solution of vinyl acetic acid (0.071 g, 0.8 mmol) and 4-(2-methyl-quinolin-4-ylmethoxy)-benzaldehyde oxime (0.12 g, 0.40 mmol) in THF (4 mL) under nitrogen atmosphere at room temperature. The reaction was stirred overnight, partitioned between ethyl acetate and water saturated KH2PO4 solution. The organic layer was washed with brine, dried over magnesium sulfate and concentrated to give {3-[4-(2-methyl-quinolin-4-ylmethoxy)-phenyl]-4,5-dihydro... Reactants: COCCOCCOC, Nc1ccccc1Nc1ccc(F)c(F)c1, NS(N)(=O)=O. Yields the product O=S1(=O)Nc2ccccc2N1c1ccc(F)c(F)c1. As a reaction SMILES: [CH3:22][O:23][CH2:24][CH2:25][O:26][CH2:27][CH2:28][O:29][CH3:30].[F:1][c:2]1[cH:3][c:4]([NH:9][c:10]2[c:11]([NH2:16])[cH:12][cH:13][cH:14][cH:15]2)[cH:5][cH:6][c:7]1[F:8].[NH2:17][S:18]([NH2:19])(=[O:20])=[O:21]>>[F:1][c:2]1[cH:3][c:4]([N:9]2[c:10]3[c:11]([cH:12][cH:13][cH:14][cH:15]3)[NH:16][S:18]2(=[O:20])=[O:21])[cH:5][cH:6][c:7]1[F:8]. Starting materials: CCOC(=O)Cl, Cc1ccccc1, O=C(c1ccc(F)cc1)C1(c2ccccc2)CCN(Cc2ccccc2)CC1. Yields the product CCOC(=O)N1CCC(C(=O)c2ccc(F)cc2)(c2ccccc2)CC1. As a reaction SMILES: [C:29]([O:30][CH2:31][CH3:32])(=[O:33])[Cl:34].[CH3:35][c:36]1[cH:37][cH:38][cH:39][cH:40][cH:41]1.[F:1][c:2]1[cH:3][cH:4][c:5]([C:8](=[O:9])[C:10]2([c:23]3[cH:24][cH:25][cH:26][cH:27][cH:28]3)[CH2:11][CH2:12][N:13]([CH2:16][c:17]3[cH:18][cH:19][cH:20][cH:21][cH:22]3)[CH2:14][CH2:15]2)[cH:6][cH:7]1>>[F:1][c:2]1[cH:3][cH:4][c:5]([C:8](=[O:9])[C:10]2([c:23]3[cH:24][cH:25][cH:26][cH:27][cH:28]3)[CH2:11][CH2:12][N:13]([C:29]([O:30][CH2:31][CH3:32])=[O:33])[CH2:14][CH2:15]2)[cH:6][cH:7]1.